The task is: describe an organic reaction: reactants, conditions, products, and yield. This data is from the Open Reaction Database (ORD), a public repository of structured organic reaction records. Starting materials: [OH-].[Na+] (NaOH), C1(=CC=CC=C1)[C@@H]1N2C([C@H]3[C@@H]([C@H]2CO1)C3)=O ((1aS,1bS,4R,5aR)-4-Phenyl-tetrahydro-3-oxa-4a-aza-cyclopropa[a]pentalen-5-one), [H-].[Al+3].[Li+].[H-].[H-].[H-] (lithium aluminum hydride), [O-]S(=O)(=O)[O-].[Na+].[Na+] (Na2SO4). Run in C1CCOC1 (THF), O (water), O (water), C1CCOC1 (THF), C1CCOC1 (THF). Product: C(C1=CC=CC=C1)N1[C@@H]([C@H]2C[C@H]2C1)CO (((1S,2S,5R)-3-Benzyl-3-aza-bicyclo[3.1.0]hex-2-yl)-methanol). As a reaction SMILES: [C:1]1([C@H:7]2[O:14][CH2:13][C@H:12]3[N:8]2[C:9](=O)[C@@H:10]2[CH2:15][C@@H:11]23)[CH:6]=[CH:5][CH:4]=[CH:3][CH:2]=1.[H-].[Al+3].[Li+].[H-].[H-].[H-].[OH-].[Na+].[O-]S([O-])(=O)=O.[Na+].[Na+]>C1COCC1.O>[CH2:7]([N:8]1[CH2:9][C@H:10]2[C@H:11]([CH2:15]2)[C@H:12]1[CH2:13][OH:14])[C:1]1[CH:2]=[CH:3][CH:4]=[CH:5][CH:6]=1 |f:1.2.3.4.5.6,7.8,9.10.11|. Procedure: At 0° C. a solution of (1aS,1bS,4R,5aR)-4-Phenyl-tetrahydro-3-oxa-4a-aza-cyclopropa[a]pentalen-5-one (13.9 mmol) in THF (15 mL) is added dropwise to a suspension of lithium aluminum hydride (20.9 mmol) in THF (14 mL) and the mixture is stirred at reflux for 1 h. After cooling to 0° C. water (0.80 mL), aq. NaOH solution (15%, 0.80 mL), THF (15 mL) and additional water (2.0 mL) are added with caution and the mixture is stirred vigorously for 2 h. Na2SO4 is added, the suspension is filtered through...